From a dataset of the Open Reaction Database (ORD), a public repository of structured organic reaction records. describe an organic reaction: reactants, conditions, products, and yield The reactants are CSCC1=CN=C(S1)C(F)(F)F (5-[(methylthio)methyl]-2-(trifluoromethyl)-1,3-thiazole), N#CN (cyanamide), C(C)(=O)O.C(C)(=O)O.IC1=CC=CC=C1 (iodobenzene diacetate). The solvent is ClCCl (dichloromethane). The product is C/S(=N\C#N)/CC1=CN=C(S1)C(F)(F)F ((1E)-methyl{[2-(trifluoromethyl)-1,3-thiazol-5-yl]methyl}-λ4-sulfanylidenecyanamide). Yield: 82.8%. As a reaction SMILES: [CH3:1][S:2][CH2:3][C:4]1[S:8][C:7]([C:9]([F:12])([F:11])[F:10])=[N:6][CH:5]=1.[N:13]#[C:14][NH2:15].C(O)(=O)C.C(O)(=O)C.IC1C=CC=CC=1>ClCCl>[CH3:1][S:2]([CH2:3][C:4]1[S:8][C:7]([C:9]([F:12])([F:10])[F:11])=[N:6][CH:5]=1)=[N:15][C:14]#[N:13] |f:2.3.4|. Procedure details: A solution of 5-[(methylthio)methyl]-2-(trifluoromethyl)-1,3-thiazole (140 mg, 0.62 mmol) and cyanamide (35 mg, 0.83 mmol) in 6 mL of dichloromethane was cooled to 0° C. and treated with iodobenzene diacetate (860 mg, 2.59 mmol). A clear yellow solution was obtained. The mixture was allowed to warm to room temperature over an hour and then the solvent removed under reduced pressure and the residue further purified by flash column chromatography on silica gel using a 50% mixture of acetone and pe... Starting materials: C(C)(=O)O[C@H]1[C@H](OC2=CC(=NC=C2)Br)SC[C@H]([C@@H]1OC(C)=O)OC(C)=O (2-bromo-4-pyridinyl 2,3,4-tri-O-acetyl-5-thio-β-D-xylopyranoside), VII, CC1=NOC(=C1B(O)O)C (3,5-dimethyl-4-isoxazoleboronic acid). The product is O([C@H]1[C@H](O)[C@@H](O)[C@H](O)CS1)C1=CC(=NC=C1)C=1C(=NOC1C)C (2-(3,5-Dimethyl-4-isoxazolyl)-4-pyridinyl 5-thio-β-D-xylopyranoside), crystals. Yield: 25.0%. As a reaction SMILES: C([O:4][C@@H:5]1[C@@H:18]([O:19]C(=O)C)[C@H:17]([O:23]C(=O)C)[CH2:16][S:15][C@H:6]1[O:7][C:8]1[CH:13]=[CH:12][N:11]=[C:10](Br)[CH:9]=1)(=O)C.[CH3:27][C:28]1[C:32](B(O)O)=[C:31]([CH3:36])[O:30][N:29]=1>>[O:7]([C:8]1[CH:13]=[CH:12][N:11]=[C:10]([C:32]2[C:28]([CH3:27])=[N:29][O:30][C:31]=2[CH3:36])[CH:9]=1)[C@@H:6]1[S:15][CH2:16][C@@H:17]([OH:23])[C@H:18]([OH:19])[C@H:5]1[OH:4]. Reported procedure: By carrying out the operation analogously to example 239, starting from 2-bromo-4-pyridinyl 2,3,4-tri-O-acetyl-5-thio-β-D-xylopyranoside, obtained according to preparation VII, and 3,5-dimethyl-4-isoxazoleboronic acid, the desired product is obtained in the form of white crystals (yield=25%).